From a dataset of the Open Reaction Database (ORD), a public repository of structured organic reaction records. describe an organic reaction: reactants, conditions, products, and yield The reactants are [N+](=O)([O-])C1=CC=C(N)C=C1 (p-nitroaniline), C(C)#N (acetonitrile), C[O-].[Na+] (Sodium methoxide), C(C1=CC=CC=C1)SC1=CC=CC=C1 (benzylphenylsulfide), C(C)(C)(C)OCl (t-butylhypochlorite). Run in C(Cl)Cl (methylene chloride), C(Cl)Cl (methylene chloride), CO (methanol). Reaction conditions: temperature -40 celsius, time 4 hour. Product: NC1=C(SC(C2=CC=CC=C2)C2=CC=CC=C2)C=C(C=C1)[N+](=O)[O-] (2-amino-5-nitrodiphenylthiophenoxymethane). RXN SMILES: [N+:1]([C:4]1[CH:10]=[CH:9][C:7]([NH2:8])=[CH:6][CH:5]=1)([O-:3])=[O:2].[CH2:11]([S:18]C1C=CC=CC=1)[C:12]1[CH:17]=[CH:16][CH:15]=[CH:14][CH:13]=1.[C:25](OCl)([CH3:28])([CH3:27])C.[CH3:31][O-].[Na+].[C:34](#N)[CH3:35]>CO.C(Cl)Cl>[NH2:8][C:7]1[CH:9]=[CH:10][C:4]([N+:1]([O-:3])=[O:2])=[CH:5][C:6]=1[S:18][CH:11]([C:12]1[CH:13]=[CH:14][CH:15]=[CH:16][CH:17]=1)[C:27]1[CH:25]=[CH:28][CH:35]=[CH:34][CH:31]=1 |f:3.4|. Procedure details: To a rapidly stirred solution of 3.5 g. (0.025 mole) of p-nitroaniline and 10.0 g. (0.050 mole) of benzylphenylsulfide in 300 ml. of dry acetonitrile and 100 ml. of methylene chloride under nitrogen at -40° C. was added dropwise 3.5 g. (0.032 mole, 28% excess) t-butylhypochlorite in 25 ml. of methylene chloride at -78° C. in diffuse light. The reaction mixture was stirred for 4 hours at -40° C., then allowed to warm slowly to -20° C. over 3 hours. Sodium methoxide (7.0 g., 0.13 mole) in 50 ml. o...